This data is from the Open Reaction Database (ORD), a public repository of structured organic reaction records. The task is: describe an organic reaction: reactants, conditions, products, and yield Starting materials: N1(CCC1)C1=NC(=C(C(=C1C#N)C1=CC=C(C=C1)OCCO)C#N)SCC=1N=C(SC1)C1=CC=C(C=C1)Cl (2-(azetidin-1-yl)-6-({(2-(4-chlorophenyl)-1,3-thiazol-4-yl)methyl}sulfanyl)-4-(4-(2-hydroxyethoxy)phenyl)pyridine-3,5-dicarbonitrile), C(C)(C)(C)OC(=O)N[C@@H](C)C(=O)O (N-(tert-butoxycarbonyl)-L-alanine), C1CCOC1 (THF), Cl.CN(CCCN=C=NCC)C (1-(3-dimethylaminopropyl)-3-ethylcarbodiimide hydrochloride). Reagents/catalysts: CN(C1=CC=NC=C1)C (4-dimethylaminopyridine). The solvent is CN(C)C=O (DMF). Conditions: temperature 40 celsius, time 8 hour. Yields the product C(C)(C)(C)OC(=O)N[C@@H](C)C(=O)OCCOC1=CC=C(C=C1)C1=C(C(=NC(=C1C#N)SCC=1N=C(SC1)C1=CC=C(C=C1)Cl)N1CCC1)C#N (2-{4-(2-(Azetidin-1-yl)-6-({(2-(4-chlorophenyl)-1,3-thiazol-4-yl)methyl}sulfanyl)-3,5-dicyanopyridin-4-yl)phenoxy}ethyl N-(tert-butoxycarbonyl)-L-alaninate). Reaction SMILES: [N:1]1([C:5]2[C:10]([C:11]#[N:12])=[C:9]([C:13]3[CH:18]=[CH:17][C:16]([O:19][CH2:20][CH2:21][OH:22])=[CH:15][CH:14]=3)[C:8]([C:23]#[N:24])=[C:7]([S:25][CH2:26][C:27]3[N:28]=[C:29]([C:32]4[CH:37]=[CH:36][C:35]([Cl:38])=[CH:34][CH:33]=4)[S:30][CH:31]=3)[N:6]=2)[CH2:4][CH2:3][CH2:2]1.[C:39]([O:43][C:44]([NH:46][C@H:47]([C:49](O)=[O:50])[CH3:48])=[O:45])([CH3:42])([CH3:41])[CH3:40].C1COCC1.Cl.CN(C)CCCN=C=NCC>CN(C)C1C=CN=CC=1.CN(C=O)C>[C:39]([O:43][C:44]([NH:46][C@H:47]([C:49]([O:22][CH2:21][CH2:20][O:19][C:16]1[CH:17]=[CH:18][C:13]([C:9]2[C:8]([C:23]#[N:24])=[C:7]([S:25][CH2:26][C:27]3[N:28]=[C:29]([C:32]4[CH:37]=[CH:36][C:35]([Cl:38])=[CH:34][CH:33]=4)[S:30][CH:31]=3)[N:6]=[C:5]([N:1]3[CH2:2][CH2:3][CH2:4]3)[C:10]=2[C:11]#[N:12])=[CH:14][CH:15]=1)=[O:50])[CH3:48])=[O:45])([CH3:41])([CH3:42])[CH3:40] |f:3.4|. Reported procedure: 350 mg (0.625 mmol) of 2-(azetidin-1-yl)-6-({(2-(4-chlorophenyl)-1,3-thiazol-4-yl)methyl}sulfanyl)-4-(4-(2-hydroxyethoxy)phenyl)pyridine-3,5-dicarbonitrile (Example 8), 354.7 mg (1.875 mmol) of N-(tert-butoxycarbonyl)-L-alanine and 38.17 mg (0.312 mmol) of 4-dimethylaminopyridine were initially charged in 3.3 ml of DMF. 3.3 ml of THF and 155.7 mg (0.812 mmol) of 1-(3-dimethylaminopropyl)-3-ethylcarbodiimide hydrochloride were added, and the reaction solution was then stirred at 40° C. overnight.... Isolated yield 100.0%. Procedure: To a solution of methyl [(tert-butoxycarbonyl)amino]{4-[2-(1-pyrrolidinyl)ethoxy]phenyl}acetate was dissolved in dichloromethane, hydrogen chloride gas was bubbled in for 5 minutes. The reaction was then stirred at room temperature for 0.5 h. The solvent was removed to provide 1.80 g of methyl amino{4-[2-(1-pyrrolidinyl)ethoxy]phenyl}acetate dihydrochloride as a light pink solid Yield ˜100%. mp 80° C. (d). Electrospray Mass Spec 279.2 (M+H)+. Run at time 0.5 hour. Product: Cl.Cl.NC(C(=O)OC)C1=CC=C(C=C1)OCCN1CCCC1 (methyl amino{4-[2-(1-pyrrolidinyl)ethoxy]phenyl}acetate dihydrochloride). Reaction SMILES: C(OC([NH:8][CH:9]([C:14]1[CH:19]=[CH:18][C:17]([O:20][CH2:21][CH2:22][N:23]2[CH2:27][CH2:26][CH2:25][CH2:24]2)=[CH:16][CH:15]=1)[C:10]([O:12][CH3:13])=[O:11])=O)(C)(C)C.[Cl:28]CCl>>[ClH:28].[ClH:28].[NH2:8][CH:9]([C:14]1[CH:19]=[CH:18][C:17]([O:20][CH2:21][CH2:22][N:23]2[CH2:24][CH2:25][CH2:26][CH2:27]2)=[CH:16][CH:15]=1)[C:10]([O:12][CH3:13])=[O:11] |f:2.3.4|. Reactants: C(C)(C)(C)OC(=O)NC(C(=O)OC)C1=CC=C(C=C1)OCCN1CCCC1 (methyl [(tert-butoxycarbonyl)amino]{4-[2-(1-pyrrolidinyl)ethoxy]phenyl}acetate), ClCCl (dichloromethane). Starting materials: C(C1=CC=CC=C1)CNC(C)C(CCCC(CCCC(C)C)(O)C)(O)C (2-(benzylmethylamino)-3,7,11-trimethyl-3,7-dodecanediol). The reagents and catalysts are [Pd] (palladium-on-carbon). Solvent: C(C)O (ethanol). Product: CNC(C)C(CCCC(CCCC(C)C)(O)C)(O)C (2-(methylamino)-3,7,11-trimethyl-3,7-dodecanediol). Yield: 63.8%. RXN SMILES: C([CH2:8][NH:9][CH:10]([C:12]([CH3:26])([OH:25])[CH2:13][CH2:14][CH2:15][C:16]([CH3:24])([OH:23])[CH2:17][CH2:18][CH2:19][CH:20]([CH3:22])[CH3:21])[CH3:11])C1C=CC=CC=1>[Pd].C(O)C>[CH3:8][NH:9][CH:10]([C:12]([CH3:26])([OH:25])[CH2:13][CH2:14][CH2:15][C:16]([CH3:24])([OH:23])[CH2:17][CH2:18][CH2:19][CH:20]([CH3:21])[CH3:22])[CH3:11]. Reported procedure: An autoclave was charged with 7.5 g of 2-(benzylmethylamino)-3,7,11-trimethyl-3,7-dodecanediol, 0.75 g of palladium-on-carbon and 30 ml of ethanol, and the reaction was conducted at 40° C. under hydrogen pressure (10 atm). After completion of the reaction, the ethanol was distilled off and the residue was subjected to silica gel column chromatography (elution with 95% ethanol-5% triethylamine) to give 3.6 g of 2-(methylamino)-3,7,11-trimethyl-3,7-dodecanediol [Compound (70)]. Yield 65%. RXN SMILES: C[O:2][CH2:3][CH2:4]OC.C([Zn]CC)C.ICI.[Br:15][C:16]1[CH:21]=[CH:20][C:19](/[CH:22]=[CH:23]/CO)=[CH:18][CH:17]=1>C(Cl)Cl>[Br:15][C:16]1[CH:21]=[CH:20][C:19]([C@H:22]2[CH2:23][C@@H:4]2[CH2:3][OH:2])=[CH:18][CH:17]=1. Reactants: product, product, BrC1=CC=C(C=C1)/C=C/CO ((E)-3-(4-bromophenyl)prop-2-en-1-ol), COCCOC (DME), ICI (diiodomethane), C(C)[Zn]CC (diethylzinc). Product: BrC1=CC=C(C=C1)[C@@H]1[C@H](C1)CO ((1S,2S)-[2-(4-Bromophenyl)cyclopropyl]methanol). Procedure details: A solution of DME (24.39 mL, 235 mmol) in DCM (700 mL) under nitrogen atmosphere was cooled to −10° C., and diethylzinc (235 mL, 1M in hexane, 235 mmol) was added over 5-10 minutes followed by diiodomethane (37.9 mL, 469 mmol). The product from Example 34C (33.0 g, 122 mmol) in 100 mL DCM was added in 5-10 minutes. The temperature was maintained from −5° to −10° C. throughout the additions. The product from Example 34A, (E)-3-(4-bromophenyl)prop-2-en-1-ol (20 g, 94 mmol) in DCM (150 mL) was adde... Run at time 16 hour. The solvent is C(Cl)Cl (DCM), C(Cl)Cl (DCM), C(Cl)Cl (DCM). Reactants: Cc1c(-c2ccnn2-c2ccc(C#N)cc2)nc(C(=O)NCCCN(C)C)c(=O)n1-c1cccc(C(F)(F)F)c1, CI. Product: Cc1c(-c2ccnn2-c2ccc(C#N)cc2)nc(C(=O)NCCC[N+](C)(C)C)c(=O)n1-c1cccc(C(F)(F)F)c1, [I-]. As a reaction SMILES: [C:1](#[N:2])[c:3]1[cH:4][cH:5][c:6](-[n:9]2[n:10][cH:11][cH:12][c:13]2-[c:14]2[c:15]([CH3:40])[n:16](-[c:30]3[cH:31][c:32]([C:36]([F:37])([F:38])[F:39])[cH:33][cH:34][cH:35]3)[c:17](=[O:29])[c:18]([C:20](=[O:21])[NH:22][CH2:23][CH2:24][CH2:25][N:26]([CH3:27])[CH3:28])[n:19]2)[cH:7][cH:8]1.[I:41][CH3:42]>>[C:1](#[N:2])[c:3]1[cH:4][cH:5][c:6](-[n:9]2[n:10][cH:11][cH:12][c:13]2-[c:14]2[c:15]([CH3:40])[n:16](-[c:30]3[cH:31][c:32]([C:36]([F:37])([F:38])[F:39])[cH:33][cH:34][cH:35]3)[c:17](=[O:29])[c:18]([C:20](=[O:21])[NH:22][CH2:23][CH2:24][CH2:25][N+:26]([CH3:27])([CH3:28])[CH3:42])[n:19]2)[cH:7][cH:8]1.[I-:41]. Starting materials: ClC=1C=C2C(C(NC2=CC1)=O)C(=O)OC (methyl 5-chlorooxindole-3-carboxylate), C1(=CC=CC=C1)N=C=O (phenylisocyanate). The solvent is C1(=CC=CC=C1)C (toluene), petroleum ether. The product is C1(=CC=CC=C1)NC(=O)N1C(C(C2=CC(=CC=C12)Cl)C(=O)OC)=O (Methyl 1-N-(phenyl)carbamoyl-5-chlorooxindole-3-carboxylate). As a reaction SMILES: [Cl:1][C:2]1[CH:3]=[C:4]2[C:8](=[CH:9][CH:10]=1)[NH:7][C:6](=[O:11])[CH:5]2[C:12]([O:14][CH3:15])=[O:13].[C:16]1([N:22]=[C:23]=[O:24])[CH:21]=[CH:20][CH:19]=[CH:18][CH:17]=1>C1(C)C=CC=CC=1>[C:16]1([NH:22][C:23]([N:7]2[C:8]3[C:4](=[CH:3][C:2]([Cl:1])=[CH:10][CH:9]=3)[CH:5]([C:12]([O:14][CH3:15])=[O:13])[C:6]2=[O:11])=[O:24])[CH:21]=[CH:20][CH:19]=[CH:18][CH:17]=1. Procedure details: To 6.0 g. (0.027 mole) of methyl 5-chlorooxindole-3-carboxylate in 200 ml. of toluene was added 5.25 ml. (0.048 mole) of phenylisocyanate and the resulting reaction mixture heated to reflux overnight. The reaction mixture was cooled and diluted with petroleum ether to give, after filtration and drying, 2.0 g. of the desired product.